The task is: describe an organic reaction: reactants, conditions, products, and yield. This data is from the Open Reaction Database (ORD), a public repository of structured organic reaction records. Reaction SMILES: [CH2:1]([O:3][C:4](=[O:2])[c:6]1[c:7]([CH2:12][CH2:13][NH:14][CH2:15][CH:16]([CH2:17][N:18]2[CH2:19][CH2:20][O:21][CH2:22][CH2:23]2)[OH:24])[nH:8][cH:9][c:10]1[CH3:11])[CH3:5].[Li+:27].[OH-:26].[OH2:25]>>[O:3]=[C:4]1[c:6]2[c:7]([nH:8][cH:9][c:10]2[CH3:11])[CH2:12][CH2:13][N:14]1[CH2:15][CH:16]([CH2:17][N:18]1[CH2:19][CH2:20][O:21][CH2:22][CH2:23]1)[OH:24]. Starting materials: CCOC(=O)c1c(C)c[nH]c1CCNCC(O)CN1CCOCC1, [Li+], [OH-], O. Yields the product Cc1c[nH]c2c1C(=O)N(CC(O)CN1CCOCC1)CC2. Reactants: BrCCCCCCCCCCC(=O)OC (Methyl 11-bromoundecanoate), C(C)(=S)O (thioacetic acid), C([O-])([O-])=O.[Cs+].[Cs+] (cesium carbonate), ClCCl (dichloromethane). The reagents and catalysts are [Cl-].C[N+](CCCCCCCC)(CCCCCCCC)CCCCCCCC (methyltrioctylammonium chloride). Solvent: C(C)(=O)OCC (ethyl acetate), O (water), C(C)(C)CC(C)(C)C (isooctane). The product is C(C)(=S)CCCCCCCCCCC(=O)OC (Methyl 11-thioacetylundecanoate). Isolated yield 94.3%. Reaction SMILES: Br[CH2:2][CH2:3][CH2:4][CH2:5][CH2:6][CH2:7][CH2:8][CH2:9][CH2:10][CH2:11][C:12]([O:14][CH3:15])=[O:13].[C:16](O)(=[S:18])[CH3:17].C(=O)([O-])[O-].[Cs+].[Cs+].ClCCl>[Cl-].C[N+](CCCCCCCC)(CCCCCCCC)CCCCCCCC.C(CC(C)(C)C)(C)C.C(OCC)(=O)C.O>[C:16]([CH2:2][CH2:3][CH2:4][CH2:5][CH2:6][CH2:7][CH2:8][CH2:9][CH2:10][CH2:11][C:12]([O:14][CH3:15])=[O:13])(=[S:18])[CH3:17] |f:2.3.4,6.7|. Procedure: Compound 103 (17.8 g, 64 mmol), thioacetic acid (9.7 g, 9.0 ml, 128 mmol), methyltrioctylammonium chloride (0.5 g), cesium carbonate (25 g, 77 mmol), dichloromethane (95 ml) and water (95 ml) were stirred at room temperature for 15 h. The reaction was monitored by TLC (SiO2, ethyl acetate:isooctane, 1:5). The mixture was extracted with dichloromethane and the combined extracts were dried (Na2SO4) and concentrated. Distillation gave pure 104 (15.6 g, 89%) with b.p. 137°-139° (0.1 torr) and m.p. <... Reactants: N([C@H](CCCNC(NS(=O)(=O)C1=CC=C(C)C=C1)=N)C(=O)N[C@@H](CC1=CC=C(C=C1)OCC1=CC=CC=C1)C(=O)OCC1=CC=CC=C1)C(=O)OC(C)(C)C (Boc-D-Arg(Tos)-Tyr(Bzl)-OBzl), C1CCC(CC1)N=C=NC2CCCCC2 (DCC), N([C@@H](CC1=CC=CC=C1)C(=O)O)C(=O)OC(C)(C)C (Boc-Phe-OH), C1C2C=CC1C3C2C(=O)N(C3=O)O (HONB). The product is N([C@@H](CC1=CC=CC=C1)C(=O)N[C@H](CCCNC(NS(=O)(=O)C1=CC=C(C)C=C1)=N)C(=O)N[C@@H](CC1=CC=C(C=C1)OCC1=CC=CC=C1)C(=O)OCC1=CC=CC=C1)C(=O)OC(C)(C)C (Boc-Phe-D-Arg(Tos)-Tyr(Bzl)-OBzl). Reaction SMILES: [NH:1](C(OC(C)(C)C)=O)[C@@H:2]([C:20]([NH:22][C@H:23]([C:39]([O:41][CH2:42][C:43]1[CH:48]=[CH:47][CH:46]=[CH:45][CH:44]=1)=[O:40])[CH2:24][C:25]1[CH:30]=[CH:29][C:28]([O:31][CH2:32][C:33]2[CH:38]=[CH:37][CH:36]=[CH:35][CH:34]=2)=[CH:27][CH:26]=1)=[O:21])[CH2:3][CH2:4][CH2:5][NH:6][C:7](=[NH:19])[NH:8][S:9]([C:12]1[CH:18]=[CH:17][C:15]([CH3:16])=[CH:14][CH:13]=1)(=[O:11])=[O:10].[NH:56]([C:68]([O:70][C:71]([CH3:74])([CH3:73])[CH3:72])=[O:69])[C@H:57]([C:65]([OH:67])=O)[CH2:58][C:59]1[CH:64]=[CH:63][CH:62]=[CH:61][CH:60]=1.C1C2C3C(=O)N(O)C(=O)C3C1C=C2.C1CCC(N=C=NC2CCCCC2)CC1>>[NH:56]([C:68]([O:70][C:71]([CH3:74])([CH3:73])[CH3:72])=[O:69])[C@H:57]([C:65]([NH:1][C@@H:2]([C:20]([NH:22][C@H:23]([C:39]([O:41][CH2:42][C:43]1[CH:44]=[CH:45][CH:46]=[CH:47][CH:48]=1)=[O:40])[CH2:24][C:25]1[CH:30]=[CH:29][C:28]([O:31][CH2:32][C:33]2[CH:38]=[CH:37][CH:36]=[CH:35][CH:34]=2)=[CH:27][CH:26]=1)=[O:21])[CH2:3][CH2:4][CH2:5][NH:6][C:7](=[NH:19])[NH:8][S:9]([C:12]1[CH:18]=[CH:17][C:15]([CH3:16])=[CH:14][CH:13]=1)(=[O:10])=[O:11])=[O:67])[CH2:58][C:59]1[CH:60]=[CH:61][CH:62]=[CH:63][CH:64]=1. Procedure: Using 3.7 g Boc-D-Arg(Tos)-Tyr(Bzl)-OBzl, 1.40 g Boc-Phe-OH, 1.05 g HONB and 1.20 g DCC, the desired product was obtained in exactly the same manner as in Example 1-(II). The reactants are C(C=C)(=O)O (acrylic acid), initiator, [OH-].[Na+] (sodium hydroxide), S(=O)(=O)([O-])OOS(=O)(=O)[O-].[Na+].[Na+] (sodium persulfate), C(C=C)(=O)O (acrylic acid), S(=O)(=O)([O-])S(=O)[O-].[Na+].[Na+] (sodium metabisulfite), C(\C=C/C(=O)O)(=O)O (maleic acid), C1([C@H]2[C@@H](C(=O)O1)CC=CC2)=O (cis-1,2,3,6-tetrahydrophthalic anhydride), ferrous sulfate heptahydrate, [OH-].[Na+] (sodium hydroxide). Reagents/catalysts: S(=O)(=O)([O-])[O-].[Cu+2] (copper sulfate). Solvent: O (water), O (water), O (water), O (water), O (water). Reaction conditions: temperature 91 celsius, time 2 minute. Yields the product S(=O)(=O)([O-])OOS(=O)(=O)[O-].[Na+].[Na+] (sodium persulfate), OO (hydrogen peroxide). As a reaction SMILES: C(O)(=O)/C=C\C(O)=O.C1(=O)OC(=O)[C@H]2CC=CC[C@@H]12.[OH-].[Na+:21].C(O)(=O)C=C.[S:27]([O:31][O:32][S:33]([O-:36])(=[O:35])=[O:34])([O-:30])(=[O:29])=[O:28].[Na+].[Na+].S(S([O-])=O)([O-])(=O)=O.[Na+].[Na+]>O.S([O-])([O-])(=O)=O.[Cu+2]>[S:27]([O:31][O:32][S:33]([O-:36])(=[O:35])=[O:34])([O-:30])(=[O:29])=[O:28].[Na+:21].[Na+:21].[OH:31][OH:32] |f:2.3,5.6.7,8.9.10,12.13,14.15.16|. Reported procedure: To a one liter, 4-neck flask equipped with a mechanical stirrer, reflux condenser, thermometer, and inlets for the gradual addition of monomer and initiator solution was added 50.0 grams of deionized water, 40.0 grams of maleic acid, 44.7 grams of cis-1,2,3,6-tetrahydrophthalic anhydride, 6.0 grams of a 0.15% aqueous ferrous sulfate heptahydrate solution, 1.3 grams of a 0.15% aqueous copper sulfate solution and 87.0 grams of 50% by weight aqueous sodium hydroxide. The contents of the flask were ...